This data is from the Open Reaction Database (ORD), a public repository of structured organic reaction records. The task is: describe an organic reaction: reactants, conditions, products, and yield The reactants are CC(C)(C)N=C=O, CC(C)Cc1cccs1, C1CCOC1, [Li]CCCC. Yields the product CC(C)Cc1ccc(C(=O)NC(C)(C)C)s1. Reaction SMILES: [C:15]([CH3:16])([CH3:17])([CH3:18])[N:19]=[C:20]=[O:21].[CH2:1]([CH:2]([CH3:3])[CH3:4])[c:5]1[s:6][cH:7][cH:8][cH:9]1.[CH2:22]1[O:23][CH2:24][CH2:25][CH2:26]1.[CH3:10][CH2:11][CH2:12][CH2:13][Li:14]>>[CH2:1]([CH:2]([CH3:3])[CH3:4])[c:5]1[s:6][c:7]([C:20]([NH:19][C:15]([CH3:16])([CH3:17])[CH3:18])=[O:21])[cH:8][cH:9]1. Starting materials: C(C1=CC=CC=C1)O (benzyl alcohol), CC=1N=CC(=NC1)C(=O)O (5-methylpyrazine-2-carboxylic acid), C(C)(C)N(CC)C(C)C (di-isopropylethylamine), [OH-].[Na+] (Sodium hydroxide), C1(=CC=CC=C1)P(=O)(C1=CC=CC=C1)N=[N+]=[N-] (diphenylphosphorylazide). The solvent is C1(=CC=CC=C1)C (toluene), C1(=CC=CC=C1)C (toluene). Conditions: temperature 15 celsius, time 1.5 hour. The product is CC=1N=CC(=NC1)NC(OCC1=CC=CC=C1)=O (Benzyl (5-methylpyrazin-2-yl)carbamate). The yield is 78.0%. As a reaction SMILES: C[C:2]1[N:3]=[CH:4][C:5]([C:8](O)=O)=[N:6][CH:7]=1.C([N:14]([CH:17](C)C)CC)(C)C.C1(P(N=[N+]=[N-])(C2C=CC=CC=2)=[O:27])C=CC=CC=1.[CH2:37]([OH:44])[C:38]1[CH:43]=[CH:42][CH:41]=[CH:40][CH:39]=1.[OH-].[Na+]>C1(C)C=CC=CC=1>[CH3:8][C:5]1[N:6]=[CH:7][C:2]([NH:14][C:17](=[O:27])[O:44][CH2:37][C:38]2[CH:43]=[CH:42][CH:41]=[CH:40][CH:39]=2)=[N:3][CH:4]=1 |f:4.5|. Reported procedure: To a flask fitted with overhead stirrer, condenser, thermometer and nitrogen line was added 5-methylpyrazine-2-carboxylic acid (1.0 eq), toluene (2.5 vols) and di-isopropylethylamine (1.50 eq) under a nitrogen atmosphere. The mixture was vacuum distilled at a batch temperature of 50° C., distilling to a final volume of 2 vols. The batch was sampled to ensure the water content was <0.1% w/w, then cooled to 15±2° C., and diphenylphosphorylazide (1.00 eq) was added over a time period of 5-6 hours, ... The reactants are COC(=O)CC(=O)OC, ClCCl, Cl, [K+], [K+], COc1ccc(COC(=O)c2cc([N+](=O)[O-])c3ccccc3c2OS(=O)(=O)C(F)(F)F)cc1, O=C([O-])[O-], CN(C)C=O. Yields the product COC(=O)C(C(=O)OC)c1c(C(=O)OCc2ccc(OC)cc2)cc([N+](=O)[O-])c2ccccc12. RXN SMILES: [C:34]([CH2:35][C:36](=[O:37])[O:38][CH3:39])(=[O:40])[O:41][CH3:42].[Cl:55][CH2:56][Cl:57].[ClH:49].[K+:43].[K+:44].[N+:1](=[O:2])([O-:3])[c:4]1[cH:5][c:6]([C:22](=[O:23])[O:24][CH2:25][c:26]2[cH:27][cH:28][c:29]([O:32][CH3:33])[cH:30][cH:31]2)[c:7]([O:14][S:15]([C:16]([F:17])([F:18])[F:19])(=[O:20])=[O:21])[c:8]2[cH:9][cH:10][cH:11][cH:12][c:13]12.[O-:45][C:46]([O-:47])=[O:48].[O:50]=[CH:51][N:52]([CH3:53])[CH3:54]>>[N+:1](=[O:2])([O-:3])[c:4]1[cH:5][c:6]([C:22](=[O:23])[O:24][CH2:25][c:26]2[cH:27][cH:28][c:29]([O:32][CH3:33])[cH:30][cH:31]2)[c:7]([CH:35]([C:34](=[O:40])[O:41][CH3:42])[C:36](=[O:37])[O:38][CH3:39])[c:8]2[cH:9][cH:10][cH:11][cH:12][c:13]12. The reactants are Cn1nc(Cl)cc(Br)c1=O, CN1CCn2nc(N)cc2C1, ClCCl, O=C(C=Cc1ccccc1)C=Cc1ccccc1, C1COCCO1, O=C(C=Cc1ccccc1)C=Cc1ccccc1, O=C(C=Cc1ccccc1)C=Cc1ccccc1, O, [Pd], [Pd], CC1(C)c2cccc(P(c3ccccc3)c3ccccc3)c2Oc2c(P(c3ccccc3)c3ccccc3)cccc21. The product is CN1CCn2nc(Nc3cc(Cl)nn(C)c3=O)cc2C1. RXN SMILES: [Br:12][c:13]1[c:14](=[O:21])[n:15]([CH3:20])[n:16][c:17]([Cl:19])[cH:18]1.[CH3:1][N:2]1[CH2:3][c:4]2[n:5]([n:8][c:9]([NH2:11])[cH:10]2)[CH2:6][CH2:7]1.[Cl:70][CH2:71][Cl:72].[O:112]=[C:113]([CH:114]=[CH:115][c:116]1[cH:117][cH:118][cH:119][cH:120][cH:121]1)[CH:122]=[CH:123][c:124]1[cH:125][cH:126][cH:127][cH:128][cH:129]1.[O:64]1[CH2:65][CH2:66][O:67][CH2:68][CH2:69]1.[O:76]=[C:77]([CH:78]=[CH:79][c:80]1[cH:81][cH:82][cH:83][cH:84][cH:85]1)[CH:86]=[CH:87][c:88]1[cH:89][cH:90][cH:91][cH:92][cH:93]1.[O:94]=[C:95]([CH:96]=[CH:97][c:98]1[cH:99][cH:100][cH:101][cH:102][cH:103]1)[CH:104]=[CH:105][c:106]1[cH:107][cH:108][cH:109][cH:110][cH:111]1.[OH2:73].[Pd:74].[Pd:75].[c:22]1([P:23]([c:24]2[cH:25][cH:26][cH:27][cH:28][cH:29]2)[c:30]2[c:31]3[c:55]([cH:56][cH:57][cH:58]2)[C:52]([CH3:53])([CH3:54])[c:34]2[c:33]([c:38]([P:39]([c:40]4[cH:41][cH:42][cH:43][cH:44][cH:45]4)[c:46]4[cH:47][cH:48][cH:49][cH:50][cH:51]4)[cH:37][cH:36][cH:35]2)[O:32]3)[cH:59][cH:60][cH:61][cH:62][cH:63]1>>[CH3:1][N:2]1[CH2:3][c:4]2[n:5]([n:8][c:9]([NH:11][c:13]3[c:14](=[O:21])[n:15]([CH3:20])[n:16][c:17]([Cl:19])[cH:18]3)[cH:10]2)[CH2:6][CH2:7]1.